From a dataset of the Open Reaction Database (ORD), a public repository of structured organic reaction records. describe an organic reaction: reactants, conditions, products, and yield Starting materials: CCOC(C)=O, CC(C)(C)OC(=O)C(CC(C(=O)OC(C)(C)C)[N+](=O)[O-])NC(=O)Cc1ccccc1. Product: CC(C)(C)OC(=O)C(N)CC(NC(=O)Cc1ccccc1)C(=O)OC(C)(C)C. As a reaction SMILES: [CH3:31][CH2:32][O:33][C:34](=[O:35])[CH3:36].[N+:1]([O-:2])(=[O:3])[CH:4]([CH2:5][CH:6]([NH:7][C:8](=[O:9])[CH2:10][c:11]1[cH:12][cH:13][cH:14][cH:15][cH:16]1)[C:17](=[O:18])[O:19][C:20]([CH3:21])([CH3:22])[CH3:23])[C:24](=[O:25])[O:26][C:27]([CH3:28])([CH3:29])[CH3:30]>>[NH2:1][CH:4]([CH2:5][CH:6]([NH:7][C:8](=[O:9])[CH2:10][c:11]1[cH:12][cH:13][cH:14][cH:15][cH:16]1)[C:17](=[O:18])[O:19][C:20]([CH3:21])([CH3:22])[CH3:23])[C:24](=[O:25])[O:26][C:27]([CH3:28])([CH3:29])[CH3:30].